The task is: describe an organic reaction: reactants, conditions, products, and yield. This data is from the Open Reaction Database (ORD), a public repository of structured organic reaction records. The reactants are CC(C)(C)OC(=O)N1CCCC(=O)C1c1ccccc1, C1CCOC1, [Cl-], C=C(COc1ccccc1)C[Mg]Cl, [NH4+]. The product is C=C(COc1ccccc1)CC1(O)CCCN(C(=O)OC(C)(C)C)C1c1ccccc1. As a reaction SMILES: [C:14]([CH3:15])([CH3:16])([CH3:17])[O:18][C:19](=[O:20])[N:21]1[CH:22]([c:28]2[cH:29][cH:30][cH:31][cH:32][cH:33]2)[C:23](=[O:27])[CH2:24][CH2:25][CH2:26]1.[CH2:36]1[O:37][CH2:38][CH2:39][CH2:40]1.[Cl-:34].[Cl:1][Mg:2][CH2:3][C:4](=[CH2:5])[CH2:6][O:7][c:8]1[cH:9][cH:10][cH:11][cH:12][cH:13]1.[NH4+:35]>>[CH2:3]([C:4](=[CH2:5])[CH2:6][O:7][c:8]1[cH:9][cH:10][cH:11][cH:12][cH:13]1)[C:23]1([OH:27])[CH:22]([c:28]2[cH:29][cH:30][cH:31][cH:32][cH:33]2)[N:21]([C:19]([O:18][C:14]([CH3:15])([CH3:16])[CH3:17])=[O:20])[CH2:26][CH2:25][CH2:24]1. The reactants are ClCCl, CC(C)CON=CC1C(C(=O)O)C1(C)C, CN(C)c1ccncc1, CCCCCC, OCc1cccc(Oc2ccccc2)n1. Product: CC(C)CON=CC1C(C(=O)OCc2cccc(Oc3ccccc3)n2)C1(C)C. Reaction SMILES: [CH2:40]([Cl:41])[Cl:42].[CH3:1][C:2]1([CH3:15])[CH:3]([C:12](=[O:13])[OH:14])[CH:4]1[CH:5]=[N:6][O:7][CH2:8][CH:9]([CH3:10])[CH3:11].[CH3:31][N:32]([CH3:33])[c:34]1[cH:35][cH:36][n:37][cH:38][cH:39]1.[CH3:43][CH2:44][CH2:45][CH2:46][CH2:47][CH3:48].[O:16]([c:17]1[cH:18][cH:19][cH:20][cH:21][cH:22]1)[c:23]1[cH:24][cH:25][cH:26][c:27]([CH2:29][OH:30])[n:28]1>>[CH3:1][C:2]1([CH3:15])[CH:3]([C:12](=[O:13])[O:14][CH2:29][c:27]2[cH:26][cH:25][cH:24][c:23]([O:16][c:17]3[cH:18][cH:19][cH:20][cH:21][cH:22]3)[n:28]2)[CH:4]1[CH:5]=[N:6][O:7][CH2:8][CH:9]([CH3:10])[CH3:11].